From a dataset of the Open Reaction Database (ORD), a public repository of structured organic reaction records. describe an organic reaction: reactants, conditions, products, and yield Starting materials: CC(C)(C)[O-], CCOCC, O=[N+]([O-])c1ccsc1Cl, [K+], CN(C)C=O, c1nc[nH]n1. Product: O=[N+]([O-])c1ccsc1-n1cncn1. RXN SMILES: [CH3:15][C:16]([CH3:17])([O-:18])[CH3:19].[CH3:26][CH2:27][O:28][CH2:29][CH3:30].[Cl:6][c:7]1[s:8][cH:9][cH:10][c:11]1[N+:12](=[O:13])[O-:14].[K+:20].[O:21]=[CH:22][N:23]([CH3:24])[CH3:25].[nH:1]1[n:2][cH:3][n:4][cH:5]1>>[n:1]1(-[c:7]2[s:8][cH:9][cH:10][c:11]2[N+:12](=[O:13])[O-:14])[n:2][cH:3][n:4][cH:5]1.